This data is from the Open Reaction Database (ORD), a public repository of structured organic reaction records. The task is: describe an organic reaction: reactants, conditions, products, and yield Reactants: Cl (hydrochloric acid), C[Al](C)C (trimethylaluminum), ClC1=CC=C(C=C1)N(N)C (N-(4-chlorophenyl)-N-methylhydrazine), C(C)OC(C)N1N=C(C2=C1SC(=C2)C(=O)OCC)NC(C2=CC=C(C=C2)N2CCN(CC2)C)=O (Ethyl 1-(1-ethoxyethyl)-3-[4-(4-methylpiperazin-1-yl)benzoylamino]-1H-thieno[2,3-c]pyrazole-5-carboxylate). Reagents/catalysts: P(=O)([O-])(O)O.[K+] (monopotassium phosphate). Solvent: C(C)(=O)OCC (ethyl acetate), O1CCCC1 (tetrahydrofuran), C1(=CC=CC=C1)C (toluene). Reaction conditions: temperature 0 celsius, time 30 minute. Product: ClC1=CC=C(C=C1)N(NC(=O)C1=CC2=C(NN=C2NC(C2=CC=C(C=C2)N2CCN(CC2)C)=O)S1)C (N-{5-[N′-(4-Chlorophenyl)-N′-methylhydrazinocarbonyl]-1H-thieno[2,3-c]pyrazol-3-yl}-4-(4-methylpiperazin-1-yl)benzamide). As a reaction SMILES: C(OC([N:6]1[C:10]2[S:11][C:12]([C:14](OCC)=[O:15])=[CH:13][C:9]=2[C:8]([NH:19][C:20](=[O:34])[C:21]2[CH:26]=[CH:25][C:24]([N:27]3[CH2:32][CH2:31][N:30]([CH3:33])[CH2:29][CH2:28]3)=[CH:23][CH:22]=2)=[N:7]1)C)C.C[Al](C)C.[Cl:39][C:40]1[CH:45]=[CH:44][C:43]([N:46]([CH3:48])[NH2:47])=[CH:42][CH:41]=1.Cl>C(OCC)(=O)C.P(O)(O)([O-])=O.[K+].O1CCCC1.C1(C)C=CC=CC=1>[Cl:39][C:40]1[CH:45]=[CH:44][C:43]([N:46]([CH3:48])[NH:47][C:14]([C:12]2[S:11][C:10]3[NH:6][N:7]=[C:8]([NH:19][C:20](=[O:34])[C:21]4[CH:22]=[CH:23][C:24]([N:27]5[CH2:28][CH2:29][N:30]([CH3:33])[CH2:31][CH2:32]5)=[CH:25][CH:26]=4)[C:9]=3[CH:13]=2)=[O:15])=[CH:42][CH:41]=1 |f:5.6|. Procedure: Ethyl 1-(1-ethoxyethyl)-3-[4-(4-methylpiperazin-1-yl)benzoylamino]-1H-thieno[2,3-c]pyrazole-5-carboxylate (0.5 g, 1.03 mmol, 1 eq.) and toluene (5 mL) are placed in a dry 20 mL round-bottomed flask under argon. The suspension is stirred at a temperature in the region of 0° C., and a solution of trimethylaluminum (1.54 mL, 3 eq.) is then added dropwise to avoid rises in temperature. Once the addition is complete, the mixture is left stirring for 30 minutes at a temperature in the region of 25° C.... The reactants are COC1=C(C=C(C=C1)N1CCOCC1)NC(=S)C1=NC2=C(N1)C=CC=C2 (1H-Benzoimidazole-2-carbothioic acid (2-methoxy-5-morpholin-4-yl-phenyl)-amide), [OH-].[K+] (KOH). The reagents and catalysts are [C-]#N.[C-]#N.[C-]#N.[C-]#N.[C-]#N.[C-]#N.[K+].[K+].[K+].[K+].[Fe+6] (potassium hexacyano ferrate). The solvent is O (water), O (water). Yields the product N1C(=NC2=C1C=CC=C2)C=2SC1=C(N2)C(=CC=C1N1CCOCC1)OC (2-(1H-benzoimidazol-2-yl)-4-methoxy-7-morpholin-4-yl-benzothiazole). Yield: 46.7%. RXN SMILES: [CH3:1][O:2][C:3]1[CH:8]=[CH:7][C:6]([N:9]2[CH2:14][CH2:13][O:12][CH2:11][CH2:10]2)=[CH:5][C:4]=1[NH:15][C:16]([C:18]1[NH:22][C:21]2[CH:23]=[CH:24][CH:25]=[CH:26][C:20]=2[N:19]=1)=[S:17].[OH-].[K+]>O.[C-]#N.[C-]#N.[C-]#N.[C-]#N.[C-]#N.[C-]#N.[K+].[K+].[K+].[K+].[Fe+6]>[NH:22]1[C:21]2[CH:23]=[CH:24][CH:25]=[CH:26][C:20]=2[N:19]=[C:18]1[C:16]1[S:17][C:5]2[C:6]([N:9]3[CH2:10][CH2:11][O:12][CH2:13][CH2:14]3)=[CH:7][CH:8]=[C:3]([O:2][CH3:1])[C:4]=2[N:15]=1 |f:1.2,4.5.6.7.8.9.10.11.12.13.14|. Reported procedure: To a suspension of 0.19 g of benzoimidazole-2-carboxylic acid (1.0 mmol) in 4 ml DMF was added 0.21 g of CDI (1.3 mmol) and stirred at ambient temperature for 1 h. Then the mixture was refluxed for 30 min. After cooling to ambient temperature, 0.25 g of 2-methoxy-5-morpholin-4-yl-phenylamine (1.2 mmol) was added and the reaction mixture was heated to reflux for 16 h. The mixture was evaporated and the residue taken up in water (40 ml) and extracted 3 times with methylene chloride. The combined o... Reactants: CCOC(=O)c1cn2cc(Br)ccc2n1, CC(C)[Mg+], [Cl-], C1CCOC1, O. Product: CC(C)C(=O)c1cn2cc(Br)ccc2n1. As a reaction SMILES: [Br:1][c:2]1[cH:3][cH:4][c:5]2[n:6]([cH:7]1)[cH:8][c:9]([C:11]([O:13][CH2:12][CH3:14])=[O:15])[n:10]2.[CH:17]([CH3:18])([CH3:19])[Mg+:20].[Cl-:16].[O:22]1[CH2:23][CH2:24][CH2:25][CH2:26]1.[OH2:21]>>[Br:1][c:2]1[cH:3][cH:4][c:5]2[n:6]([cH:7]1)[cH:8][c:9]([C:11](=[O:13])[CH:17]([CH3:18])[CH3:19])[n:10]2. The reactants are O=Cc1ccc2ccccc2c1, ClCCl, [K+], [OH-], O=C(Nc1ccccc1)N1CCNCC1. The product is O=C(Nc1ccccc1)N1CCN(Cc2ccc3ccccc3c2)CC1. RXN SMILES: [CH:16](=[O:17])[c:18]1[cH:19][cH:20][c:21]2[cH:22][cH:23][cH:24][cH:25][c:26]2[cH:27]1.[Cl:30][CH2:31][Cl:32].[K+:29].[OH-:28].[c:1]1([NH:7][C:8](=[O:9])[N:10]2[CH2:11][CH2:12][NH:13][CH2:14][CH2:15]2)[cH:2][cH:3][cH:4][cH:5][cH:6]1>>[c:1]1([NH:7][C:8](=[O:9])[N:10]2[CH2:11][CH2:12][N:13]([CH2:16][c:18]3[cH:19][cH:20][c:21]4[cH:22][cH:23][cH:24][cH:25][c:26]4[cH:27]3)[CH2:14][CH2:15]2)[cH:2][cH:3][cH:4][cH:5][cH:6]1. Starting materials: CN(C)C=O, COc1ccc2[nH]ccc2c1, O=[N+]([O-])c1ccc2c(ccn2CCCCl)c1, [H-], [Na+], O. The product is COc1ccc2c(ccn2CCCn2ccc3cc([N+](=O)[O-])ccc32)c1. RXN SMILES: [CH3:12][N:13]([CH3:14])[CH:15]=[O:16].[CH3:1][O:2][c:3]1[cH:4][c:5]2[cH:6][cH:7][nH:8][c:9]2[cH:10][cH:11]1.[Cl:19][CH2:20][CH2:21][CH2:22][n:23]1[cH:24][cH:25][c:26]2[cH:27][c:28]([N+:32](=[O:33])[O-:34])[cH:29][cH:30][c:31]12.[H-:17].[Na+:18].[OH2:35]>>[CH3:1][O:2][c:3]1[cH:4][c:5]2[cH:6][cH:7][n:8]([CH2:20][CH2:21][CH2:22][n:23]3[cH:24][cH:25][c:26]4[cH:27][c:28]([N+:32](=[O:33])[O-:34])[cH:29][cH:30][c:31]34)[c:9]2[cH:10][cH:11]1. Starting materials: CN1C(=O)C(C)(C)Nc2ccccc21, [Na+], [OH-], O=[N+]([O-])O, O=S(=O)(O)O. Product: CN1C(=O)C(C)(C)Nc2cc([N+](=O)[O-])ccc21. As a reaction SMILES: [CH3:1][N:2]1[C:3](=[O:14])[C:4]([CH3:12])([CH3:13])[NH:5][c:6]2[cH:7][cH:8][cH:9][cH:10][c:11]21.[Na+:20].[OH-:19].[OH:15][N+:16]([O-:17])=[O:18].[S:21](=[O:22])(=[O:23])([OH:24])[OH:25]>>[CH3:1][N:2]1[C:3](=[O:14])[C:4]([CH3:12])([CH3:13])[NH:5][c:6]2[cH:7][c:8]([N+:16](=[O:15])[O-:17])[cH:9][cH:10][c:11]21. Run in CN(C)C=O (DMF). The product is C1N(CC2=CC=CC=C12)C1=C(C=C2C(C(=CN(C2=C1)CC)C(=O)O)=O)F (7-(2-isoindolinyl)-1-ethyl-6-fluoro-1,4-dihydro-4-oxoquinoline-3-carboxylic acid). Isolated yield 44.7%. As a reaction SMILES: [CH2:1]([N:3]1[C:12]2[C:7](=[CH:8][C:9]([F:14])=[C:10](F)[CH:11]=2)[C:6](=[O:15])[C:5]([C:16]([OH:18])=[O:17])=[CH:4]1)[CH3:2].[CH2:19]1[C:27]2[C:22](=[CH:23][CH:24]=[CH:25][CH:26]=2)[CH2:21][NH:20]1>CN(C=O)C>[CH2:19]1[C:27]2[C:22](=[CH:23][CH:24]=[CH:25][CH:26]=2)[CH2:21][N:20]1[C:10]1[CH:11]=[C:12]2[C:7]([C:6](=[O:15])[C:5]([C:16]([OH:18])=[O:17])=[CH:4][N:3]2[CH2:1][CH3:2])=[CH:8][C:9]=1[F:14]. Procedure details: 177 mg of 1-ethyl-6,7-difluoro-1,4-dihydro-4-oxoquinoline-3-carboxylic acid, 250 mg of isoindoline, and 1.5 ml of anhydrous DMF were processed in the same manner as in Example 2 to produce 110 mg of the target compound. The reactants are C(C)N1C=C(C(C2=CC(=C(C=C12)F)F)=O)C(=O)O (1-ethyl-6,7-difluoro-1,4-dihydro-4-oxoquinoline-3-carboxylic acid), C1NCC2=CC=CC=C12 (isoindoline).